From a dataset of the Open Reaction Database (ORD), a public repository of structured organic reaction records. describe an organic reaction: reactants, conditions, products, and yield The reactants are CC(=O)O, CC(=O)OC(C)=O, O=C1OC(=O)c2c(Cl)c(Cl)c(Cl)c(Cl)c21, CC1(C)CC(N)CC(C)(C)N1. Yields the product CC1(C)CC(NC(=O)c2c(Cl)c(Cl)c(Cl)c(Cl)c2C(=O)O)CC(C)(C)N1. As a reaction SMILES: [CH3:1][C:2](=[O:3])[OH:4].[CH3:31][C:32]([O:33][C:34](=[O:35])[CH3:36])=[O:37].[Cl:16][c:17]1[c:18]([Cl:19])[c:20]([Cl:21])[c:22]2[c:28]([c:29]1[Cl:30])[C:26](=[O:27])[O:25][C:23]2=[O:24].[NH2:5][CH:6]1[CH2:7][C:8]([CH3:14])([CH3:15])[NH:9][C:10]([CH3:12])([CH3:13])[CH2:11]1>>[NH:5]([CH:6]1[CH2:7][C:8]([CH3:14])([CH3:15])[NH:9][C:10]([CH3:12])([CH3:13])[CH2:11]1)[C:26](=[O:27])[c:28]1[c:22]([C:23](=[O:24])[OH:25])[c:20]([Cl:21])[c:18]([Cl:19])[c:17]([Cl:16])[c:29]1[Cl:30].